This data is from the Open Reaction Database (ORD), a public repository of structured organic reaction records. The task is: describe an organic reaction: reactants, conditions, products, and yield The reactants are CC(C)(C)[Si](OCC1=CC(=C(C=C1)C1=C(C=CC(=C1)OC)F)C(C(C)(C)C)O)(C)C (1-(4-((((1,1-Dimethylethyl)(dimethyl)silyl)oxy)methyl)-2′-fluoro-5′-(methyloxy)-1,1′-biphenyl-2-yl)-2,2-dimethyl-1-propanol), TEA, CS(=O)(=O)Cl (methanesulfonyl chloride). Solvent: O (water), C(Cl)Cl (DCM). Run at time 22 hour. Product: ClC(C(C)(C)C)C1=C(C=CC(=C1)CO[Si](C)(C)C(C)(C)C)C1=C(C=CC(=C1)OC)F ((((2-(1-Chloro-2,2-dimethylpropyl)-2′-fluoro-5′-(methyloxy)-1,1′-biphenyl-4-yl)methyl)oxy)(1,1-dimethylethyl)dimethylsilane). Yield: 43.4%. Reaction SMILES: [CH3:1][C:2]([Si:5]([CH3:30])([CH3:29])[O:6][CH2:7][C:8]1[CH:13]=[CH:12][C:11]([C:14]2[CH:19]=[C:18]([O:20][CH3:21])[CH:17]=[CH:16][C:15]=2[F:22])=[C:10]([CH:23](O)[C:24]([CH3:27])([CH3:26])[CH3:25])[CH:9]=1)([CH3:4])[CH3:3].CS([Cl:35])(=O)=O>C(Cl)Cl.O>[Cl:35][CH:23]([C:10]1[CH:9]=[C:8]([CH2:7][O:6][Si:5]([C:2]([CH3:4])([CH3:3])[CH3:1])([CH3:30])[CH3:29])[CH:13]=[CH:12][C:11]=1[C:14]1[CH:19]=[C:18]([O:20][CH3:21])[CH:17]=[CH:16][C:15]=1[F:22])[C:24]([CH3:27])([CH3:26])[CH3:25]. Procedure: To a stirred solution of 69.16A (0.200 g, 0.46 mmol) in DCM (5.00 mL) at 0° C. was added TEA (0.077 mL, 0.55 mmol), followed by methanesulfonyl chloride (0.043 mL, 0.55 mmol). The reaction was then stirred for 22 hours, diluted with water, and extracted three times with EtOAc. After drying over anhydrous magnesium sulfate and filtering, the organic solvent was removed under reduced pressure and the product was purified on silica gel (0-10% EtOAc in hexanes) to yield 69.16B as a colorless oil (0.... The product is C(=O)(O)C(CO)NC(=O)C(CC1=CNC2=CC=CC=C12)NC(C(CC(=O)O)NC(C(CC1=CC=CC=C1)S)=O)=O (N-[1-(1-Carboxy-2-hydroxy-ethylcarbamoyl)-2-(1H-indol-3-yl)-ethyl]-3-(2-mercapto-3-phenyl-propionylamino)-succinamic acid). The reactants are N[C@@H](COC(C)(C)C)C(=O)OC(C)(C)C (H-Ser(But)OBut), C(C)(C)(C)OC(=O)N1C=C(C2=CC=CC=C12)CC(C(=O)O)NC(C(CC(=O)OC(C)(C)C)NC(C(CC1=CC=CC=C1)SC(C1=CC=CC=C1)(C1=CC=CC=C1)C1=CC=CC=C1)=O)=O (3-{2-[3-tert-Butoxycarbonyl-2-(3-phenyl-2-tritylsulfanyl-propionylamino)-propionylamino]-2-carboxyethyl}-indole-1-carboxylic acid tert-butyl ester). Procedure: The title compound was prepared by condensing H-Ser(But)OBut with the protected dipeptide of Example 88, followed by deprotection and purification by HPLC (40%): (Pos. FAB)? (MH+). Reaction SMILES: [NH2:1][C@H:2]([C:9]([O:11]C(C)(C)C)=[O:10])[CH2:3][O:4]C(C)(C)C.C(OC([N:23]1[C:31]2[C:26](=[CH:27][CH:28]=[CH:29][CH:30]=2)[C:25]([CH2:32][CH:33]([NH:37][C:38](=[O:79])[CH:39]([NH:48][C:49](=[O:78])[CH:50]([S:58]C(C2C=CC=CC=2)(C2C=CC=CC=2)C2C=CC=CC=2)[CH2:51][C:52]2[CH:57]=[CH:56][CH:55]=[CH:54][CH:53]=2)[CH2:40][C:41]([O:43]C(C)(C)C)=[O:42])[C:34](O)=[O:35])=[CH:24]1)=O)(C)(C)C>>[C:9]([CH:2]([NH:1][C:34]([CH:33]([NH:37][C:38](=[O:79])[CH:39]([NH:48][C:49](=[O:78])[CH:50]([SH:58])[CH2:51][C:52]1[CH:53]=[CH:54][CH:55]=[CH:56][CH:57]=1)[CH2:40][C:41]([OH:43])=[O:42])[CH2:32][C:25]1[C:26]2[C:31](=[CH:30][CH:29]=[CH:28][CH:27]=2)[NH:23][CH:24]=1)=[O:35])[CH2:3][OH:4])([OH:11])=[O:10]. The reactants are CC1(OB(OC1(C)C)C1=C(C(=O)OCC)C=CC=C1)C (ethyl 2-(4,4,5,5-tetramethyl-1,3,2-dioxaborolan-2-yl)benzoate), C([O-])([O-])=O.[K+].[K+] (potassium carbonate), O (water), NC1=NC2=CC=C(C=C2C(=N1)C(=O)N1CC2=CC=CC=C2C1)I (2-amino-6-iodo-4-(1,3-dihydroisoindol-2-ylcarbonyl)quinazoline). Reagents/catalysts: C1=CC=C(C=C1)P([C-]2C=CC=C2)C3=CC=CC=C3.C1=CC=C(C=C1)P([C-]2C=CC=C2)C3=CC=CC=C3.Cl[Pd]Cl.[Fe+2] ([1,1′-bis-(diphenylphosphino)ferrocene]palladium(II)dichloride). Run in C(C)O (ethanol). Reaction conditions: temperature 120 celsius. The product is NC1=NC2=CC=C(C=C2C(=N1)C(=O)N1CC2=CC=CC=C2C1)C1=C(C(=O)OCC)C=CC=C1 (ethyl 2-[2-amino-4-(1,3-dihydroisoindole-2-carbonyl)-quinazolin-6-yl]benzoate). Reaction SMILES: CC1(C)C(C)(C)OB([C:9]2[CH:19]=[CH:18][CH:17]=[CH:16][C:10]=2[C:11]([O:13][CH2:14][CH3:15])=[O:12])O1.C(=O)([O-])[O-].[K+].[K+].O.[NH2:28][C:29]1[N:38]=[C:37]([C:39]([N:41]2[CH2:49][C:48]3[C:43](=[CH:44][CH:45]=[CH:46][CH:47]=3)[CH2:42]2)=[O:40])[C:36]2[C:31](=[CH:32][CH:33]=[C:34](I)[CH:35]=2)[N:30]=1>C(O)C.C1C=CC(P(C2C=CC=CC=2)[C-]2C=CC=C2)=CC=1.C1C=CC(P(C2C=CC=CC=2)[C-]2C=CC=C2)=CC=1.Cl[Pd]Cl.[Fe+2]>[NH2:28][C:29]1[N:38]=[C:37]([C:39]([N:41]2[CH2:42][C:43]3[C:48](=[CH:47][CH:46]=[CH:45][CH:44]=3)[CH2:49]2)=[O:40])[C:36]2[C:31](=[CH:32][CH:33]=[C:34]([C:9]3[CH:19]=[CH:18][CH:17]=[CH:16][C:10]=3[C:11]([O:13][CH2:14][CH3:15])=[O:12])[CH:35]=2)[N:30]=1 |f:1.2.3,7.8.9.10|. Procedure: 11.66 g of ethyl 2-(4,4,5,5-tetramethyl-1,3,2-dioxaborolan-2-yl)benzoate, 10.29 g of potassium carbonate, 0.67 ml of water and 912.4 mg of [1,1′-bis-(diphenylphosphino)ferrocene]palladium(II)dichloride are added to a solution of 15 g of 2-amino-6-iodo-4-(1,3-dihydroisoindol-2-ylcarbonyl)quinazoline in 200 ml of ethanol under argon. The mixture is heated at 120° C. for min, giving a clear solution. The hot solution is filtered through kieselguhr. On cooling, ethyl 2-[2-amino-4-(1,3-dihydroisoindo... Starting materials: OC(C(=O)O)C(F)(F)F ((±)-2-hydroxy-3,3,3-trifluoropropionic acid), CO (methanol), S(O)(O)(=O)=O (sulphuric acid), S(=O)(=O)([O-])[O-].[Na+].[Na+] (sodium sulphate). Solvent: O (water). Product: OC(C(=O)OC)C(F)(F)F ((±)-methyl 2-hydroxy-3,3,3-trifluoropropionate). As a reaction SMILES: [OH:1][CH:2]([C:6]([F:9])([F:8])[F:7])[C:3]([OH:5])=[O:4].[CH3:10]O.S(=O)(=O)(O)O.S([O-])([O-])(=O)=O.[Na+].[Na+]>O>[OH:1][CH:2]([C:6]([F:9])([F:8])[F:7])[C:3]([O:5][CH3:10])=[O:4] |f:3.4.5|. Procedure details: A mixture of (±)-2-hydroxy-3,3,3-trifluoropropionic acid (7.8 g.), methanol (10 ml.) and concentrated sulphuric acid (0.5 ml.) is heated under reflux for 2 days. The cooled solution is poured into water (100 ml.), the mixture is saturated with sodium sulphate, and is extracted three times with ether. The extract is dried with sodium sulphate and evaporated. The residual oil (8.6 g.) is fractionally distilled to give (±)-methyl 2-hydroxy-3,3,3-trifluoropropionate b.p. 60°-64° C. at 12 mm. pressur... Reactants: C(C)OC(=O)CN1C(C(CCC2=C1C=CC=C2)NC(CCC2=CC=CC=C2)C(=O)OCC2=CC=CC=C2)=O (1-Ethoxycarbonylmethyl-3-(1-benzyloxycarbonyl-3-phenylpropylamino)-2,3,4,5-tetrahydro-1H-[1]benzazepin-2-one), CCOCC (ether). The reagents and catalysts are [Pd] (palladium on charcoal). Solvent: C(C)O (ethanol). Yields the product C(C)OC(=O)CN1C(C(CCC2=C1C=CC=C2)NC(CCC2=CC=CC=C2)C(=O)O)=O (1-Ethoxycarbonylmethyl-3-(1-carboxy-3-phenylpropylamino)-2,3,4,5-tetrahydro-1H-[1]benzazepin-2-one). As a reaction SMILES: [CH2:1]([O:3][C:4]([CH2:6][N:7]1[C:13]2[CH:14]=[CH:15][CH:16]=[CH:17][C:12]=2[CH2:11][CH2:10][CH:9]([NH:18][CH:19]([C:28]([O:30]CC2C=CC=CC=2)=[O:29])[CH2:20][CH2:21][C:22]2[CH:27]=[CH:26][CH:25]=[CH:24][CH:23]=2)[C:8]1=[O:38])=[O:5])[CH3:2].CCOCC>C(O)C.[Pd]>[CH2:1]([O:3][C:4]([CH2:6][N:7]1[C:13]2[CH:14]=[CH:15][CH:16]=[CH:17][C:12]=2[CH2:11][CH2:10][CH:9]([NH:18][CH:19]([C:28]([OH:30])=[O:29])[CH2:20][CH2:21][C:22]2[CH:27]=[CH:26][CH:25]=[CH:24][CH:23]=2)[C:8]1=[O:38])=[O:5])[CH3:2]. Procedure details: 1-Ethoxycarbonylmethyl-3-(1-benzyloxycarbonyl-3-phenylpropylamino-2,3,4,5-tetrahydro-1H-[1]-benzazepine-2-one (isomer B of Example 20, 1.1 g) in ethanol (150 ml) was hydrogenated at room temperature and atmospheric pressure using palladium on charcoal (0.5 g) was catalyst. After uptake of hydrogen had terminated, the catalyst was filtered off, and the solvent removed under reduced pressure to give a semi-solid. Trituration with ether (30 ml) yielded isomer B of the title compound, m.p. 175°-177°... Reactants: ( c ), NC1=C(C=C(C=C1)N1CCN(CC1)C[C@H](C)O)OC ((S)-1-[4-(4-Amino-3-methoxy-phenyl)-piperazin-1-yl]-propan-2-ol), CS(=O)C1=NN2C(C=N1)=CC=C2C2=C(C=CC=C2)S(=O)(=O)C (2-Methanesulfinyl-7-(2-methanesulfonyl-phenyl)-pyrrolo[2,1-f][1,2,4]triazine). Conditions: temperature 190 celsius. The product is CS(=O)(=O)C1=C(C=CC=C1)C1=CC=C2C=NC(=NN21)NC2=C(C=C(C=C2)N2CCN(CC2)C[C@H](C)O)OC ((S)-1-(4-{4-[7-(2-Methanesulfonyl-phenyl)-pyrrolo[2,1-f][1,2,4]triazin-2-ylamino]-3-methoxy-phenyl}-piperazin-1-yl)-propan-2-ol). RXN SMILES: [NH2:1][C:2]1[CH:7]=[CH:6][C:5]([N:8]2[CH2:13][CH2:12][N:11]([CH2:14][C@@H:15]([OH:17])[CH3:16])[CH2:10][CH2:9]2)=[CH:4][C:3]=1[O:18][CH3:19].CS([C:23]1[N:28]=[CH:27][C:26]2=[CH:29][CH:30]=[C:31]([C:32]3[CH:37]=[CH:36][CH:35]=[CH:34][C:33]=3[S:38]([CH3:41])(=[O:40])=[O:39])[N:25]2[N:24]=1)=O>>[CH3:41][S:38]([C:33]1[CH:34]=[CH:35][CH:36]=[CH:37][C:32]=1[C:31]1[N:25]2[C:26]([CH:27]=[N:28][C:23]([NH:1][C:2]3[CH:7]=[CH:6][C:5]([N:8]4[CH2:13][CH2:12][N:11]([CH2:14][C@@H:15]([OH:17])[CH3:16])[CH2:10][CH2:9]4)=[CH:4][C:3]=3[O:18][CH3:19])=[N:24]2)=[CH:29][CH:30]=1)(=[O:39])=[O:40]. Procedure: Following the procedure of example 532 (c), (S)-1-[4-(4-Amino-3-methoxy-phenyl)-piperazin-1-yl]-propan-2-ol (0.087 g, 0.33 mmol) and 2-Methanesulfinyl-7-(2-methanesulfonyl-phenyl)-pyrrolo[2,1-f][1,2,4]triazine (0.16 g, 0.48 mmol) were heated in the microwave at 190° C. for 4 hours. Purification by Gilson chromatography gave (S)-1-(4-{4-[7-(2-Methanesulfonyl-phenyl)-pyrrolo[2,1-f][1,2,4]triazin-2-ylamino]-3-methoxy-phenyl}-piperazin-1-yl)-propan-2-ol as a tan solid. MP: 98-100° C.; LCMS (m/e) 537... The product is C(C)(C)(C)OC([C@@H](NC(C1=CC=C(C=C1)NC(CCSCC(COC(CCCCCCCCCCCCCCC)=O)OC(CCCCCCCCCCCCCCC)=O)=O)=O)CC(=O)OC(C)(C)C)=O ([4-(6,7-bis(palmitoyloxy)-4-thiaheptanoylamino)benzoyl)aspartic acid di-t-butyl ester). Yield: 85.0%. Reaction conditions: time 2 hour. Reactants: C(C)(C)(C)OC([C@@H](NC(C1=CC=C(C=C1)N)=O)CC(=O)OC(C)(C)C)=O (4-aminobenzoylaspartic acid di-t-butyl ester), O (water), C(CCCCCCCCCCCCCCC)(=O)OC(CSCCC(=O)O)COC(CCCCCCCCCCCCCCC)=O (6,7-bis(palmitoyloxy)-4-thiaheptanoic acid), Example 4. Run in N1=CC=CC=C1 (pyridine), P(Cl)(Cl)Cl (phosphorus trichloride). Reported procedure: To a solution of 4-aminobenzoylaspartic acid di-t-butyl ester (168 mg) in pyridine (2.3 ml), phosphorus trichloride (0.02 ml) was added, followed by stirring at room temperature for 2 hours. To the mixture, 6,7-bis(palmitoyloxy)-4-thiaheptanoic acid as obtained in Reference Example 4 (150 mg) was added, followed by stirring at room temperature for 64 hours. After addition of water, the reaction mixture was extracted with ethyl acetate. The extract was washed with a 5% aqueous solution of citric ... Reaction SMILES: [C:1]([O:5][C:6](=[O:26])[C@H:7]([CH2:18][C:19]([O:21][C:22]([CH3:25])([CH3:24])[CH3:23])=[O:20])[NH:8][C:9](=[O:17])[C:10]1[CH:15]=[CH:14][C:13]([NH2:16])=[CH:12][CH:11]=1)([CH3:4])([CH3:3])[CH3:2].[C:27]([O:44][CH:45]([CH2:53][O:54][C:55](=[O:71])[CH2:56][CH2:57][CH2:58][CH2:59][CH2:60][CH2:61][CH2:62][CH2:63][CH2:64][CH2:65][CH2:66][CH2:67][CH2:68][CH2:69][CH3:70])[CH2:46][S:47][CH2:48][CH2:49][C:50](O)=[O:51])(=[O:43])[CH2:28][CH2:29][CH2:30][CH2:31][CH2:32][CH2:33][CH2:34][CH2:35][CH2:36][CH2:37][CH2:38][CH2:39][CH2:40][CH2:41][CH3:42].O>N1C=CC=CC=1.P(Cl)(Cl)Cl>[C:1]([O:5][C:6](=[O:26])[C@H:7]([CH2:18][C:19]([O:21][C:22]([CH3:25])([CH3:24])[CH3:23])=[O:20])[NH:8][C:9](=[O:17])[C:10]1[CH:15]=[CH:14][C:13]([NH:16][C:50](=[O:51])[CH2:49][CH2:48][S:47][CH2:46][CH:45]([O:44][C:27](=[O:43])[CH2:28][CH2:29][CH2:30][CH2:31][CH2:32][CH2:33][CH2:34][CH2:35][CH2:36][CH2:37][CH2:38][CH2:39][CH2:40][CH2:41][CH3:42])[CH2:53][O:54][C:55](=[O:71])[CH2:56][CH2:57][CH2:58][CH2:59][CH2:60][CH2:61][CH2:62][CH2:63][CH2:64][CH2:65][CH2:66][CH2:67][CH2:68][CH2:69][CH3:70])=[CH:12][CH:11]=1)([CH3:3])([CH3:4])[CH3:2]. The reactants are CC(C)([O-])C.[K+] (Potassium tert-butoxide), ClC=1C=C(C=CC1Cl)[C@]1(CCC(NC1)=O)CC1OCCO1 ((5S)-5-(3,4-dichlorophenyl)-5-(1,3-dioxolan-2-ylmethyl)-2-piperidinone), FC1=NC=CC=C1 (2-Fluoropyridine), CC(C)([O-])C.[K+] (potassium tert-butoxide), FC1=NC=CC=C1 (2-fluoropyridine). The solvent is COCCOC (1,2-dimethoxyethane). Yields the product ClC=1C=C(C=CC1Cl)[C@]1(CCC(N(C1)C1=NC=CC=C1)=O)CC1OCCO1 ((5S)-5-(3,4-Dichlorophenyl)-5-(1,3-dioxolan-2-ylmethyl)-1-(2-pyridinyl)-2-piperidinone). RXN SMILES: CC(C)([O-])C.[K+].[Cl:7][C:8]1[CH:9]=[C:10]([C@:15]2([CH2:22][CH:23]3[O:27][CH2:26][CH2:25][O:24]3)[CH2:20][NH:19][C:18](=[O:21])[CH2:17][CH2:16]2)[CH:11]=[CH:12][C:13]=1[Cl:14].F[C:29]1[CH:34]=[CH:33][CH:32]=[CH:31][N:30]=1>COCCOC>[Cl:7][C:8]1[CH:9]=[C:10]([C@:15]2([CH2:22][CH:23]3[O:27][CH2:26][CH2:25][O:24]3)[CH2:20][N:19]([C:29]3[CH:34]=[CH:33][CH:32]=[CH:31][N:30]=3)[C:18](=[O:21])[CH2:17][CH2:16]2)[CH:11]=[CH:12][C:13]=1[Cl:14] |f:0.1|. Procedure: Potassium tert-butoxide (68 g, 0.606 mol) was added to a suspension of (5S)-5-(3,4-dichlorophenyl)-5-(1,3-dioxolan-2-ylmethyl)-2-piperidinone (WO 9807722) (200 g, 0.606 mol) in 1,2-dimethoxyethane (700 ml), and the mixture heated under reflux for 1 hour. 2-Fluoropyridine (59 g, 0.606 mol) was then added and the mixture stirred under reflux for 1 hour. Additional potassium tert-butoxide (34 g, 0.303 mol) and 2-fluoropyridine (30 g, 0.303 mol) were added and the reaction mixture stirred under refl... Reactants: NC1=N[C@](C(C(N1C)=O)(C)C)(C)C1=C(C=CC(=C1)N)F ((S)-2-amino-6-(5-amino-2-fluoro-phenyl)-3,5,5,6-tetramethyl-5,6-dihydro-3H-pyrimidin-4-one), [B][B][B][B][B][B][B][B][B][B] (decaborane), NC1=N[C@](C(C(N1C)=O)(C)C)(C)C1=C(C=CC(=C1)N)F ((S)-2-amino-6-(5-amino-2-fluoro-phenyl)-3,5,5,6-tetramethyl-5,6-dihydro-3H-pyrimidin-4-one), O=C1C(CCC1)C#N (rac-2-oxo-cyclopentanecarbonitrile). Product: NC=1N(C(C([C@@](N1)(C)C=1C=C(C=CC1F)NC1C(CCC1)C#N)(C)C)=O)C (2-[3-((S)-2-Amino-1,4,5,5-tetramethyl-6-oxo-1,4,5,6-tetrahydro-pyrimidin-4-yl)-4-fluoro-phenylamino]-cyclopentanecarbonitrile). RXN SMILES: [NH2:1][C:2]1[N:7]([CH3:8])[C:6](=[O:9])[C:5]([CH3:11])([CH3:10])[C@:4]([C:13]2[CH:18]=[C:17]([NH2:19])[CH:16]=[CH:15][C:14]=2[F:20])([CH3:12])[N:3]=1.O=[C:22]1[CH2:26][CH2:25][CH2:24][CH:23]1[C:27]#[N:28].[B][B][B][B][B][B][B][B][B][B]>>[NH2:1][C:2]1[N:7]([CH3:8])[C:6](=[O:9])[C:5]([CH3:10])([CH3:11])[C@:4]([C:13]2[CH:18]=[C:17]([NH:19][CH:22]3[CH2:26][CH2:25][CH2:24][CH:23]3[C:27]#[N:28])[CH:16]=[CH:15][C:14]=2[F:20])([CH3:12])[N:3]=1 |^3:28,37,^1:29,30,31,32,33,34,35,36|. Procedure: The reductive amination of (S)-2-amino-6-(5-amino-2-fluoro-phenyl)-3,5,5,6-tetramethyl-5,6-dihydro-3H-pyrimidin-4-one (intermediate J) and rac-2-oxo-cyclopentanecarbonitrile using decaborane yielded a mixture of epimers of the title compound as a white solid. MS (ESI): m/z=372.3 [M+H]+. Reactants: NC1=C(C=CC=C1)C(CCl)=O (2'-amino-2-chloroacetophenone), [Na+].[I-] (NaI). Run in CC#N (CH3CN). Yields the product NC1=C(C=CC=C1)C(CI)=O (2'-amino-2-iodoacetophenone). Procedure details: To a solution of 33.11 g (195.21 mM) of 2'-amino-2-chloroacetophenone in 680 ml of CH3CN is added 87.8 g (585.63 mM) of NaI, and the mixture is stirred at room temperature for 45 minutes and concentrated under reduced pressure. The residue is dissolved in ethyl acetate, and the organic layer is washed with aqueous Na2S2O3, and brine in order, dried and concentrated to give 46.1 g (Yield: 90.5%) of 2'-amino-2-iodoacetophenone as crystals. Isolated yield 90.5%. Reaction SMILES: [NH2:1][C:2]1[CH:7]=[CH:6][CH:5]=[CH:4][C:3]=1[C:8](=[O:11])[CH2:9]Cl.[Na+].[I-:13]>CC#N>[NH2:1][C:2]1[CH:7]=[CH:6][CH:5]=[CH:4][C:3]=1[C:8](=[O:11])[CH2:9][I:13] |f:1.2|. Reaction conditions: time 45 minute.